From a dataset of the Open Reaction Database (ORD), a public repository of structured organic reaction records. describe an organic reaction: reactants, conditions, products, and yield Starting materials: ClC=1C=C(C(NN1)=O)NC1=NN2C(CN(CC2)C)=C1 (6-Chloro-4-(5-methyl-4,5,6,7-tetrahydropyrazolo[1,5-a]pyrazin-2-ylamino)pyridazin-3(2H)-one), C(C)(C)(C)C1=CC=2CN(C(C2S1)=O)C1=C(C(=CC=C1)B1OC(C(O1)(C)C)(C)C)C (2-tert-Butyl-5-(2-methyl-3-(4,4,5,5-tetramethyl-1,3,2-dioxaborolan-2-yl)phenyl)-4H-thieno[3,2-c]pyrrol-6(5H)-one), O1CCOCC1 (dioxane), C([O-])([O-])=O.[Na+].[Na+] (sodium carbonate). The reagents and catalysts are C=1C=CC(=CC1)[P](C=2C=CC=CC2)(C=3C=CC=CC3)[Pd]([P](C=4C=CC=CC4)(C=5C=CC=CC5)C=6C=CC=CC6)([P](C=7C=CC=CC7)(C=8C=CC=CC8)C=9C=CC=CC9)[P](C=1C=CC=CC1)(C=1C=CC=CC1)C=1C=CC=CC1 (tetrakis(triphenylphosphine)palladium(0)). The solvent is C(C)(=O)OCC (ethyl acetate). Yields the product C(C)(C)(C)C1=CC2=C(C(N(C2)C=2C(=C(C=CC2)C=2C=C(C(NN2)=O)NC2=NN3C(CN(CC3)C)=C2)C)=O)S1 (6-(3-{2-tert-Butyl-6-oxo-4H,5H,6H-thieno[2,3-c]pyrrol-5-yl}-2-methylphenyl)-4-({5-methyl-4H,5H,6H,7H-pyrazolo[1,5-a]pyrazin-2-yl}amino)-2,3-dihydropyridazin-3-one). As a reaction SMILES: Cl[C:2]1[CH:3]=[C:4]([NH:9][C:10]2[CH:19]=[C:13]3[CH2:14][N:15]([CH3:18])[CH2:16][CH2:17][N:12]3[N:11]=2)[C:5](=[O:8])[NH:6][N:7]=1.[C:20]([C:24]1[S:31][C:30]2[C:29](=[O:32])[N:28]([C:33]3[CH:38]=[CH:37][CH:36]=[C:35](B4OC(C)(C)C(C)(C)O4)[C:34]=3[CH3:48])[CH2:27][C:26]=2[CH:25]=1)([CH3:23])([CH3:22])[CH3:21].O1CCOCC1.C(=O)([O-])[O-].[Na+].[Na+]>C(OCC)(=O)C.C1C=CC([P]([Pd]([P](C2C=CC=CC=2)(C2C=CC=CC=2)C2C=CC=CC=2)([P](C2C=CC=CC=2)(C2C=CC=CC=2)C2C=CC=CC=2)[P](C2C=CC=CC=2)(C2C=CC=CC=2)C2C=CC=CC=2)(C2C=CC=CC=2)C2C=CC=CC=2)=CC=1>[C:20]([C:24]1[S:31][C:30]2[C:29](=[O:32])[N:28]([C:33]3[C:34]([CH3:48])=[C:35]([C:2]4[CH:3]=[C:4]([NH:9][C:10]5[CH:19]=[C:13]6[CH2:14][N:15]([CH3:18])[CH2:16][CH2:17][N:12]6[N:11]=5)[C:5](=[O:8])[NH:6][N:7]=4)[CH:36]=[CH:37][CH:38]=3)[CH2:27][C:26]=2[CH:25]=1)([CH3:23])([CH3:21])[CH3:22] |f:3.4.5,^1:70,72,91,110|. Procedure details: In a dried pressure flask was placed 0.968 mmol of 101m, 1.065 mmol of 101g, and 56 mg (5 mol %) of tetrakis(triphenylphosphine)palladium(0), The flask was evacuated under vacuum, then filled with nitrogen. This procedure was repeated twice more, then 8 mL of anhydrous dioxane and 2.4 mL (2.5 equivalents) of 1 M aqueous sodium carbonate solution were added, and the mixture was heated at 100° for 18 h. The mixture was cooled to room temperature, then diluted with ethyl acetate, washed with satura... The reactants are S(N)(O)(=O)=O (sulfamic acid), Cl(=O)[O-].[Na+] (sodium chlorite), C(=O)C=1C=CC2=C(C=C(O2)C(=O)OCC)C1 (Ethyl 5-formylbenzofuran-2-carboxylate), S(N)(O)(=O)=O (sulfamic acid), Cl(=O)[O-].[Na+] (sodium chlorite). Solvent: O (water), C1CCOC1 (THF), CC(C)(C)O (t-BuOH), O (water). Reaction conditions: time 8 hour. The product is C(=O)(O)C=1C=CC2=C(C=C(O2)C(=O)OCC)C1 (Ethyl 5-carboxybenzofuran-2-carboxylate). Reaction SMILES: [CH:1]([C:3]1[CH:4]=[CH:5][C:6]2[O:10][C:9]([C:11]([O:13][CH2:14][CH3:15])=[O:12])=[CH:8][C:7]=2[CH:16]=1)=[O:2].S(=O)(=O)([OH:19])N.Cl([O-])=O.[Na+]>C1COCC1.CC(O)(C)C.O>[C:1]([C:3]1[CH:4]=[CH:5][C:6]2[O:10][C:9]([C:11]([O:13][CH2:14][CH3:15])=[O:12])=[CH:8][C:7]=2[CH:16]=1)([OH:19])=[O:2] |f:2.3|. Procedure: Ethyl 5-formylbenzofuran-2-carboxylate (3.8 g, 17.4 mmol) was dissolved in a mixture of THF (80 mL) and t-BuOH (20 mL). A solution of sulfamic acid (4.0 g, 41.2 mmol) and sodium chlorite (3.4 g, 37.6 mmol) in water (70 mL) was added dropwise at RT. After 3 h an additional portion of sulfamic acid (1.2 g) and sodium chlorite (1.4 g) in water was added in one portion. The reaction mixture was stirred overnight at RT, then extracted twice with EtOAc, dried over sodium sulfate and concentrated under... The reactants are [OH-].[Na+] (sodium hydroxide), C(=O)(OC)C(OC1=C(C=C(C=C1CCC)CN1C=NC2=C1C(=NC=C2)Cl)CCC)C2=CC1=C(C=C2)OCO1 (3-[4-(1-carbomethoxy-1-(3,4-methylenedioxy-phenyl)methoxy)-3,5-dipropylphenylmethyl]-4-chloro-3H-imidazo[4,5-c]pyridine). The reagents and catalysts are C(Cl)Cl (methylene chloride). Run in CO (methanol). Yields the product C(=O)(O)C(OC1=C(C=C(C=C1CCC)CN1C=NC2=C1C(=NC=C2)Cl)CCC)C2=CC1=C(C=C2)OCO1 (3-[4-(1-carboxy-1-(3,4-methylenedioxyphenyl)methoxy)-3,5-dipropylphenylmethyl]-4-chloro-3H-imidazo[4,5-c]pyridine). Isolated yield 82.2%. RXN SMILES: [OH-].[Na+].[C:3]([CH:7]([C:32]1[CH:37]=[CH:36][C:35]2[O:38][CH2:39][O:40][C:34]=2[CH:33]=1)[O:8][C:9]1[C:14]([CH2:15][CH2:16][CH3:17])=[CH:13][C:12]([CH2:18][N:19]2[C:23]3[C:24]([Cl:28])=[N:25][CH:26]=[CH:27][C:22]=3[N:21]=[CH:20]2)=[CH:11][C:10]=1[CH2:29][CH2:30][CH3:31])([O:5]C)=[O:4]>CO.C(Cl)Cl>[C:3]([CH:7]([C:32]1[CH:37]=[CH:36][C:35]2[O:38][CH2:39][O:40][C:34]=2[CH:33]=1)[O:8][C:9]1[C:14]([CH2:15][CH2:16][CH3:17])=[CH:13][C:12]([CH2:18][N:19]2[C:23]3[C:24]([Cl:28])=[N:25][CH:26]=[CH:27][C:22]=3[N:21]=[CH:20]2)=[CH:11][C:10]=1[CH2:29][CH2:30][CH3:31])([OH:5])=[O:4] |f:0.1|. Procedure details: A 5N sodium hydroxide solution (0.1 mL) was added to a stirred mixture of the product of Step A (25 mg, 0.0466 mmol) in methanol (1 mL). A few drops of methylene chloride were added to allow stirring then the mixture was stirred at room temperature for 3 h. The solvent was removed in vacuo then 5% citric acid solution added. The precipitate was filtered off, washed with water and dried in vacuo to give the titled compound (20 mg). Starting materials: stainless steel, CO (methanol), CO (methanol), C(=O)([O-])[O-].[K+].[K+] (K2CO3), C(=O)=O (CO2), CO (methanol). Reagents/catalysts: [Cr](=O)([O-])[O-].[Cu+2] (copper chromite). The solvent is O (H2O). Yields the product C(=O)=O (CO2), C(=O)OC (methyl formate), COC (dimethyl ether). The yield is 0.1%. Reaction SMILES: [C:1](=[O:3])=[O:2].[C:4]([O-:7])([O-])=[O:5].[K+].[K+].[CH3:10][OH:11]>[Cr]([O-])([O-])=O.[Cu+2].O>[C:1](=[O:3])=[O:2].[CH:10]([O:5][CH3:4])=[O:11].[CH3:1][O:7][CH3:4] |f:1.2.3,5.6|. Procedure details: Synthesis gas, having an inlet composition of 66.6% H2 33.3% CO and 0.1% CO2 was fed to a 300 cc stainless steel autoclave charged with 6 gm of copper chromite (containing 31.1% copper and 29% chromium) impregnated with 2% K2CO3 and 150 cc methanol, reduced in situ using a stream of pure H2 flowing at 25 cc/min. for 16 hours at 170° C. The catalyst was added in the powder form. The reactor was pressurized to 910 psig and the temperature was adjusted to 150° C. Syngas at a flow rate of 105 cc/min... Starting materials: C(C)(C)(C)OC(=O)N[C@@H](C(=O)O)C1=CC=C(C=C1)O ((R)-tert-butoxycarbonylamino-(4-hydroxy-phenyl)-acetic acid), [H-].[Na+] (sodium hydride), Cl (hydrochloric acid), C(C1=CC=CC=C1)OCC(COCC1=CC=CC=C1)OS(=O)(=O)C1=C(C=CC(=C1)Cl)Cl (2,5-dichloro-benzenesulfonic acid 2-benzyloxy-1-benzyloxymethyl-ethyl ester). Run in CN(C=O)C (N,N-dimethylformamide), O (water), C(C)(=O)OCC (ethyl acetate). Conditions: temperature 0 celsius, time 15 minute. Yields the product C(C1=CC=CC=C1)OCC(OC1=CC=C(C=C1)[C@H](C(=O)O)NC(=O)OC(C)(C)C)COCC1=CC=CC=C1 ((R)-[4-(2-benzyloxy-1-benzyloxymethyl-ethoxy)-phenyl]-tert-butoxycarbonylamino-acetic acid). Yield: 61.5%. Reaction SMILES: [C:1]([O:5][C:6]([NH:8][C@H:9]([C:13]1[CH:18]=[CH:17][C:16]([OH:19])=[CH:15][CH:14]=1)[C:10]([OH:12])=[O:11])=[O:7])([CH3:4])([CH3:3])[CH3:2].[H-].[Na+].[CH2:22]([O:29][CH2:30][CH:31](OS(C1C=C(Cl)C=CC=1Cl)(=O)=O)[CH2:32][O:33][CH2:34][C:35]1[CH:40]=[CH:39][CH:38]=[CH:37][CH:36]=1)[C:23]1[CH:28]=[CH:27][CH:26]=[CH:25][CH:24]=1.Cl>CN(C)C=O.C(OCC)(=O)C.O>[CH2:22]([O:29][CH2:30][CH:31]([CH2:32][O:33][CH2:34][C:35]1[CH:36]=[CH:37][CH:38]=[CH:39][CH:40]=1)[O:19][C:16]1[CH:17]=[CH:18][C:13]([C@@H:9]([NH:8][C:6]([O:5][C:1]([CH3:4])([CH3:2])[CH3:3])=[O:7])[C:10]([OH:12])=[O:11])=[CH:14][CH:15]=1)[C:23]1[CH:24]=[CH:25][CH:26]=[CH:27][CH:28]=1 |f:1.2|. Procedure details: To a stirred solution of (R)-tert-butoxycarbonylamino-(4-hydroxy-phenyl)-acetic acid (1.0 g, 3.74 mmol) in dry N,N-dimethylformamide (20 mL) at 0° C. under an atmosphere of nitrogen was added sodium hydride (60% suspension in mineral oil) (0.33 g, 8.23 mmol) and the mixture stirred at 0° C. for 15 minutes. 2,5-dichloro-benzenesulfonic acid 2-benzyloxy-1-benzyloxymethyl-ethyl ester (2.20 g, 4.57 mmol) was added to the reaction mixture to form a yellow solution which was stirred at ambient tempera... Product: CCCc1c(OCc2ccc(C(O)c3cncc(C#N)c3)cc2)ccc(C(C)=O)c1O. Starting materials: CCCc1c(OCc2ccc(C(=O)c3cncc(C#N)c3)cc2)ccc(C(C)=O)c1O, CC(=O)O, Cl, [Zn]. As a reaction SMILES: [C:1]([CH3:2])(=[O:3])[c:4]1[c:5]([OH:31])[c:6]([CH2:28][CH2:29][CH3:30])[c:7]([O:8][CH2:9][c:10]2[cH:11][cH:12][c:13]([C:14](=[O:15])[c:16]3[cH:17][n:18][cH:19][c:20]([C:21]#[N:22])[cH:23]3)[cH:24][cH:25]2)[cH:26][cH:27]1.[CH3:33][C:34](=[O:35])[OH:36].[ClH:32].[Zn:37]>>[C:1]([CH3:2])(=[O:3])[c:4]1[c:5]([OH:31])[c:6]([CH2:28][CH2:29][CH3:30])[c:7]([O:8][CH2:9][c:10]2[cH:11][cH:12][c:13]([CH:14]([OH:15])[c:16]3[cH:17][n:18][cH:19][c:20]([C:21]#[N:22])[cH:23]3)[cH:24][cH:25]2)[cH:26][cH:27]1. The reactants are C(C)(=O)N1CCC(C(=O)Cl)CC1 (1-acetylisonipecotoyl chloride), [Cl-].[Al+3].[Cl-].[Cl-] (aluminum chloride), BrC1=CC=CC=C1 (bromobenzene). Solvent: C(CCl)Cl (ethylene dichloride). Reaction conditions: time 8 hour. Yields the product C(C)(=O)N1CCC(CC1)C(C1=CC=C(C=C1)Br)=O (1-acetyl-4-(4-bromobenzoyl)piperidine). RXN SMILES: [C:1]([N:4]1[CH2:12][CH2:11][CH:7]([C:8](Cl)=[O:9])[CH2:6][CH2:5]1)(=[O:3])[CH3:2].[Cl-].[Al+3].[Cl-].[Cl-].[Br:17][C:18]1[CH:23]=[CH:22][CH:21]=[CH:20][CH:19]=1>C(Cl)CCl>[C:1]([N:4]1[CH2:12][CH2:11][CH:7]([C:8](=[O:9])[C:21]2[CH:22]=[CH:23][C:18]([Br:17])=[CH:19][CH:20]=2)[CH2:6][CH2:5]1)(=[O:3])[CH3:2] |f:1.2.3.4|. Procedure: 32.0 g of 1-acetylisonipecotoyl chloride, Example 1(b) are added portionwise to a stirred mixture of 45.3 g of aluminum chloride, 28.3 g of bromobenzene and 120 ml of ethylene dichloride. The solution is stirred overnight, poured onto ice, the organic phase is collected, and the aqueous layer is extracted with chloroform. The organic solutions are combined, dried, and the solvent is removed under reduced pressure to give a yellow oil which crystallizes to a soft solid. The solid is triturated wi...